From a dataset of the Open Reaction Database (ORD), a public repository of structured organic reaction records. describe an organic reaction: reactants, conditions, products, and yield Reactants: COC(=O)CCC=1C=CC=2C3C(C(NC2C1)=O)CCC3 (7-(methoxycarbonylethyl)-1,2,3,3a,5,9b-hexahydrocyclopenta[c]quinolin-4-one), COC=1C=CC(=CC1)P2(=S)SP(=S)(S2)C=3C=CC(=CC3)OC (Lawesson's reagent). Yields the product COC(=O)CCC=1C=CC=2C3C(C(NC2C1)=S)CCC3 (7-(Methoxycarbonylethyl)-1,2,3,3a,5,9b-hexahydrocyclopenta[c]quinoline-4-thione). Isolated yield 117.8%. RXN SMILES: [CH3:1][O:2][C:3]([CH2:5][CH2:6][C:7]1[CH:8]=[CH:9][C:10]2[CH:11]3[CH2:20][CH2:19][CH2:18][CH:12]3[C:13](=O)[NH:14][C:15]=2[CH:16]=1)=[O:4].COC1C=CC(P2(SP(C3C=CC(OC)=CC=3)(=S)S2)=[S:30])=CC=1>>[CH3:1][O:2][C:3]([CH2:5][CH2:6][C:7]1[CH:8]=[CH:9][C:10]2[CH:11]3[CH2:20][CH2:19][CH2:18][CH:12]3[C:13](=[S:30])[NH:14][C:15]=2[CH:16]=1)=[O:4]. Procedure details: Analogously to Example 4, 7-(methoxycarbonylethyl)-1,2,3,3a,5,9b-hexahydrocyclopenta[c]quinolin-4-one (120 mg, 0.44 mmol) is reacted with Lawesson's reagent (195 mg, 0.48 mmol) to form 150 mg of product. The reactants are CC(C)(C)CC(=O)Cl, ClCCl, Nc1cc2c3c(c1)c1c(n3CCC2)CCCCC1. Product: CC(C)(C)CC(=O)Nc1cc2c3c(c1)c1c(n3CCC2)CCCCC1. As a reaction SMILES: [C:19]([CH3:20])([CH3:21])([CH3:22])[CH2:23][C:24](=[O:25])[Cl:26].[Cl:27][CH2:28][Cl:29].[cH:1]1[c:2]([NH2:18])[cH:3][c:4]2[c:9]3[n:8]([c:12]4[c:11]([c:10]13)[CH2:17][CH2:16][CH2:15][CH2:14][CH2:13]4)[CH2:7][CH2:6][CH2:5]2>>[cH:1]1[c:2]([NH:18][C:24]([CH2:23][C:19]([CH3:20])([CH3:21])[CH3:22])=[O:25])[cH:3][c:4]2[c:9]3[n:8]([c:12]4[c:11]([c:10]13)[CH2:17][CH2:16][CH2:15][CH2:14][CH2:13]4)[CH2:7][CH2:6][CH2:5]2. Starting materials: BrC1=C(C(=CC=C1)C(C)(C)C)S (2-bromo-6-tert-butylthiophenol), C(=O)([O-])[O-].[K+].[K+] (K2CO3), N[C@@H](CC1=CC=C2C=CC=CC2=C1)C(=O)O (Nal), ClCC(=C)C (3-chloro-2-methylpropene). The solvent is CC(=O)C (acetone). Conditions: temperature 24 celsius. Product: C(=C(C)C)SC1=C(C=CC=C1C(C)(C)C)Br (2-bromo-6-tert-butylphenyl isobutenyl thioether). RXN SMILES: [Br:1][C:2]1[CH:7]=[CH:6][CH:5]=[C:4]([C:8]([CH3:11])([CH3:10])[CH3:9])[C:3]=1[SH:12].C([O-])([O-])=O.[K+].[K+].N[C@H](C(O)=O)[CH2:21][C:22]1[CH:31]=C2C(C=CC=C2)=C[CH:23]=1.ClCC(C)=C>CC(C)=O>[CH:21]([S:12][C:3]1[C:4]([C:8]([CH3:9])([CH3:11])[CH3:10])=[CH:5][CH:6]=[CH:7][C:2]=1[Br:1])=[C:22]([CH3:31])[CH3:23] |f:1.2.3|. Procedure details: A mixture of 2-bromo-6-tert-butylthiophenol (6.04 g, 22.7 mmol), K2CO3 (3.76 g, 27.2 mmol), Nal (0.34 g, 2.27 mmol), and 3-chloro-2-methylpropene (2.3 mL, 22.7 mmol) in acetone (125 mL) is heated at reflux for 3 h. The reaction is allowed to cool to 24° C. The solids are filtered and discarded, and the filtrate is evaporated to a biphasic oil. The upper light colored layer is separated, taken up in hexane (50 mL), and treated with SiO2 (5 g). Filtration and evaporation provides 2-bromo-6-tert-bu... The reactants are C(C)(=O)NC1=CC=C(C=C1)S(=O)(=O)N1C2C1COC(OC2)(C)C (1-(4-acetylaminobenzenesulfonyl)-4,4-dimethyl-1a,2,6,6a-tetrahydro-1H,4H-[1,3]-dioxepino[5,6-b]azirine), [OH-].[K+] (potassium hydroxide), Cl (hydrochloric acid). Run in O (water). Yields the product C(C)(=O)NC1=CC=C(C=C1)S(=O)(=O)N[C@H]1[C@@H](COC(OC1)(C)C)O (trans-6-(4-acetylaminobenzene-sulfonamido)-2.2-dimethyl-1,3-dioxepane-5-ol), trans-6-sulfanylamido-2,2-dimethyl-1,3-dioxepane-5-ol. Reaction SMILES: [C:1]([NH:4][C:5]1[CH:10]=[CH:9][C:8]([S:11]([N:14]2[CH:16]3[CH2:17][O:18][C:19]([CH3:23])([CH3:22])[O:20][CH2:21][CH:15]23)(=[O:13])=[O:12])=[CH:7][CH:6]=1)(=[O:3])[CH3:2].[OH-:24].[K+].Cl>O>[C:1]([NH:4][C:5]1[CH:10]=[CH:9][C:8]([S:11]([NH:14][C@@H:15]2[CH2:21][O:20][C:19]([CH3:23])([CH3:22])[O:18][CH2:17][C@H:16]2[OH:24])(=[O:13])=[O:12])=[CH:7][CH:6]=1)(=[O:3])[CH3:2] |f:1.2|. Reported procedure: A mixture of 1-(4-acetylaminobenzenesulfonyl)-4,4-dimethyl-1a,2,6,6a-tetrahydro-1H,4H-[1,3]-dioxepino[5,6-b]azirine (0.33 g), potassium hydroxide (0.14 g) and water (2.6 ml) was boiled with reflux for 60 minutes. The mixture was cooled to room temperature, acidified with diluted hydrochloric acid to pH 6.5 and evaporated to dryness at reduced pressure. The chromatography of the evaporation residue on a silica gel column by elution with a mixture of ethyl acetate/methanol (9.8:0.2) yielded trans-... Procedure details: (3R,4R)-3-Azidomethyl-1-benzyloxycarbonyl-4-- (tert-butyldimethylsilyl)oxypyrrolidine (3.05 g) was dissolved in tetrahydrofuran (50 mL). While this solution was chilled in an ice water bath, tetrabutylammonium fluoride (1 mol/L tetrahydrofuran solution, 13.3 mL) was added dropwise and the mixture was stirred for 1 hour, followed by addition of saturated brine (70 mL) and the mixture was extracted with ethyl acetate (150 mL, 100 mL). The ethyl acetate layers were combined, dried over anhydrous so... Reaction conditions: time 1 hour. Product: N(=[N+]=[N-])C[C@H]1CN(C[C@@H]1O)C(=O)OCC1=CC=CC=C1 ((3R,4R)-3-azidomethyl-1-benzyloxycarbonyl-4-hydroxypyrrolidine). Yield: 93.2%. As a reaction SMILES: [N:1]([CH2:4][C@@H:5]1[C@@H:9]([O:10][Si](C(C)(C)C)(C)C)[CH2:8][N:7]([C:18]([O:20][CH2:21][C:22]2[CH:27]=[CH:26][CH:25]=[CH:24][CH:23]=2)=[O:19])[CH2:6]1)=[N+:2]=[N-:3].[F-].C([N+](CCCC)(CCCC)CCCC)CCC>O1CCCC1.[Cl-].[Na+].O>[N:1]([CH2:4][C@@H:5]1[C@@H:9]([OH:10])[CH2:8][N:7]([C:18]([O:20][CH2:21][C:22]2[CH:27]=[CH:26][CH:25]=[CH:24][CH:23]=2)=[O:19])[CH2:6]1)=[N+:2]=[N-:3] |f:1.2,4.5.6|. Reactants: N(=[N+]=[N-])C[C@H]1CN(C[C@@H]1O[Si](C)(C)C(C)(C)C)C(=O)OCC1=CC=CC=C1 ((3R,4R)-3-Azidomethyl-1-benzyloxycarbonyl-4-- (tert-butyldimethylsilyl)oxypyrrolidine), [F-].C(CCC)[N+](CCCC)(CCCC)CCCC (tetrabutylammonium fluoride). Run in O1CCCC1 (tetrahydrofuran), [Cl-].[Na+].O (brine). The reactants are CCOC(=O)C(Cc1ccc(OCCNC(=O)c2ccc(-c3ccccn3)cc2)cc1)OCC, CO, [Na+], [OH-]. Yields the product CCOC(Cc1ccc(OCCNC(=O)c2ccc(-c3ccccn3)cc2)cc1)C(=O)[O-], [Na+]. As a reaction SMILES: [CH2:1]([CH3:2])[O:3][CH:4]([C:5](=[O:6])[O:7][CH2:8][CH3:9])[CH2:10][c:11]1[cH:12][cH:13][c:14]([O:17][CH2:18][CH2:19][NH:20][C:21]([c:22]2[cH:23][cH:24][c:25](-[c:28]3[n:29][cH:30][cH:31][cH:32][cH:33]3)[cH:26][cH:27]2)=[O:34])[cH:15][cH:16]1.[CH3:37][OH:38].[Na+:36].[OH-:35]>>[CH2:1]([CH3:2])[O:3][CH:4]([C:5](=[O:6])[O-:7])[CH2:10][c:11]1[cH:12][cH:13][c:14]([O:17][CH2:18][CH2:19][NH:20][C:21]([c:22]2[cH:23][cH:24][c:25](-[c:28]3[n:29][cH:30][cH:31][cH:32][cH:33]3)[cH:26][cH:27]2)=[O:34])[cH:15][cH:16]1.[Na+:36]. Reported procedure: A mixture of 2-methyl-3-(2-chloroethyl)-4-chloroquinoline hydrochloride (13.8 g, 50 mmol), 2,6-dimethylaniline (12.5 ml, 100 mmol) and 2-propanol (400 ml) was heated to 140° for 5 days in a pressure vessel, then cooled and evaporated. The crude product was converted to free base and chromatographed (silica gel, methanolic ammonia in dichloromethane). Recrystallisation from aqueous methanol followed by aqueous ethanol gave 1-(2,6-dimethylphenyl)-4-methyl- 2,3-dihydropyrrolo[3,2-c]quinoline (1.52 ... The reactants are Cl.CC1=NC2=CC=CC=C2C(=C1CCCl)Cl (2-methyl-3-(2-chloroethyl)-4-chloroquinoline hydrochloride), CC1=C(N)C(=CC=C1)C (2,6-dimethylaniline). The solvent is CC(C)O (2-propanol). RXN SMILES: Cl.[CH3:2][C:3]1[C:12]([CH2:13][CH2:14]Cl)=[C:11](Cl)[C:10]2[C:5](=[CH:6][CH:7]=[CH:8][CH:9]=2)[N:4]=1.[CH3:17][C:18]1[CH:24]=[CH:23][CH:22]=[C:21]([CH3:25])[C:19]=1[NH2:20]>CC(O)C>[CH3:17][C:18]1[CH:24]=[CH:23][CH:22]=[C:21]([CH3:25])[C:19]=1[N:20]1[C:11]2[C:10]3[CH:9]=[CH:8][CH:7]=[CH:6][C:5]=3[N:4]=[C:3]([CH3:2])[C:12]=2[CH2:13][CH2:14]1 |f:0.1|. The product is CC1=C(C(=CC=C1)C)N1CCC=2C(=NC=3C=CC=CC3C21)C (1-(2,6-dimethylphenyl)-4-methyl- 2,3-dihydropyrrolo[3,2-c]quinoline). Isolated yield 10.5%. Reactants: BrCCC1=CC2=C(N=CS2)C=C1 (6-(2-Bromoethyl)benzothiazole), N1CCC(CC1)N1CCC2=CC=C(C=C12)OC (1-(piperidin-4-yl)-6-methoxyindoline). Yields the product S1C=NC2=C1C=C(C=C2)CCN2CCC(CC2)N2CCC1=CC=C(C=C21)OC (1-{1-[2-(6-benzothiazolyl)ethyl]-piperdin-4-yl}-6-methoxyindoline). Isolated yield 82.6%. As a reaction SMILES: Br[CH2:2][CH2:3][C:4]1[CH:12]=[CH:11][C:7]2[N:8]=[CH:9][S:10][C:6]=2[CH:5]=1.[NH:13]1[CH2:18][CH2:17][CH:16]([N:19]2[C:27]3[C:22](=[CH:23][CH:24]=[C:25]([O:28][CH3:29])[CH:26]=3)[CH2:21][CH2:20]2)[CH2:15][CH2:14]1>>[S:10]1[C:6]2[CH:5]=[C:4]([CH2:3][CH2:2][N:13]3[CH2:18][CH2:17][CH:16]([N:19]4[C:27]5[C:22](=[CH:23][CH:24]=[C:25]([O:28][CH3:29])[CH:26]=5)[CH2:21][CH2:20]4)[CH2:15][CH2:14]3)[CH:12]=[CH:11][C:7]=2[N:8]=[CH:9]1. Procedure: 6-(2-Bromoethyl)benzothiazole (0.108 g) and 1-(piperidin-4-yl)-6-methoxyindoline (0.105 g) were treated as in Example 2 to give the title compound (0.145 g) as a yellow oil (yield: 81.9%). Procedure: A mixture of 24.5 g of methyl 4,5bis(4-methoxyphenyl)-5-oxo-3-pentenoate and 51.5 g of hydroxylamine hydrochloride in a mixture of 650 ml of methanol and 72 ml of water was heated under reflux for 3 hours. During this procedure, 0.9 equivalent of sodium hydrogen carbonate was added portionwise to the reaction mixture as the reaction progressed. After completion of the reaction, the methanol was distilled off under reduced pressure. Water and ethyl acetate were added to the residue for dissolutio... The yield is 89.9%. Solvent: CO (methanol), O (water). Product: ON=C(C(=CCC(=O)OC)C1=CC=C(C=C1)OC)C1=CC=C(C=C1)OC (methyl 5-hydroxyimino-4,5-bis(4-methoxyphenyl)-3-pentenoate). As a reaction SMILES: [CH3:1][O:2][C:3]1[CH:8]=[CH:7][C:6]([C:9]([C:16]([C:18]2[CH:23]=[CH:22][C:21]([O:24][CH3:25])=[CH:20][CH:19]=2)=O)=[CH:10][CH2:11][C:12]([O:14][CH3:15])=[O:13])=[CH:5][CH:4]=1.Cl.[NH2:27][OH:28].C(=O)([O-])O.[Na+]>CO.O>[OH:28][N:27]=[C:16]([C:18]1[CH:23]=[CH:22][C:21]([O:24][CH3:25])=[CH:20][CH:19]=1)[C:9]([C:6]1[CH:7]=[CH:8][C:3]([O:2][CH3:1])=[CH:4][CH:5]=1)=[CH:10][CH2:11][C:12]([O:14][CH3:15])=[O:13] |f:1.2,3.4|. Reactants: COC1=CC=C(C=C1)C(=CCC(=O)OC)C(=O)C1=CC=C(C=C1)OC (methyl 4,5bis(4-methoxyphenyl)-5-oxo-3-pentenoate), Cl.NO (hydroxylamine hydrochloride), C(O)([O-])=O.[Na+] (sodium hydrogen carbonate). Starting materials: O (water), S(=O)(Cl)Cl (thionyl chloride), C(C1=CC=CC=C1)OC[C@H](CC[C@@H](COCC1=CC=CC=C1)O)O ((2S,5S)-1,6-Bis(benzyloxy)-2,5-hexanediol), RuCl3, I(=O)(=O)(=O)[O-].[Na+] (sodium periodate). The solvent is ClC(Cl)(Cl)Cl (tetrachloromethane). Reaction conditions: time 1 hour. Product: C(C1=CC=CC=C1)OC[C@H]1OS(O[C@@H](CC1)COCC1=CC=CC=C1)(=O)=O ((4S,7S)-4,7-Bis(benzyloxymethyl)-2,2-dioxo[1,3,2]dioxathiepane). Reaction SMILES: [S:1](Cl)(Cl)=[O:2].[CH2:5]([O:12][CH2:13][C@@H:14]([OH:28])[CH2:15][CH2:16][C@H:17]([OH:27])[CH2:18][O:19][CH2:20][C:21]1[CH:26]=[CH:25][CH:24]=[CH:23][CH:22]=1)[C:6]1[CH:11]=[CH:10][CH:9]=[CH:8][CH:7]=1.I([O-])(=O)(=O)=[O:30].[Na+].O>ClC(Cl)(Cl)Cl>[CH2:20]([O:19][CH2:18][C@@H:17]1[CH2:16][CH2:15][C@@H:14]([CH2:13][O:12][CH2:5][C:6]2[CH:7]=[CH:8][CH:9]=[CH:10][CH:11]=2)[O:28][S:1](=[O:2])(=[O:30])[O:27]1)[C:21]1[CH:26]=[CH:25][CH:24]=[CH:23][CH:22]=1 |f:2.3|. Procedure: 1.43 g (12 mmol) of thionyl chloride were slowly added to 3.30 g (10 mmol) of the diol 5 in 70 ml of dry tetrachloromethane under an argon atmosphere, and the mixture was then refluxed for 90 minutes. After removal of the solvent in a rotary evaporator, the residue was taken up in a mixture of tetrachloromethane (40 ml), acetonitrile (40 ml) and water (60 ml) and, at 0° C., 15 mg (72 μmol) of RuCl3*3H2O and 4.28 g (20 mmol) of sodium periodate were added. The mixture was then left to stir at roo...